This data is from the Open Reaction Database (ORD), a public repository of structured organic reaction records. The task is: describe an organic reaction: reactants, conditions, products, and yield Starting materials: [BH4-].[Na+] (Sodium borohydride), [N+](=O)([O-])C1=C(C=CC=C1)C=C(C(=O)OC)C(=O)OC (dimethyl 2-[(2-nitrophenyl)methylidene]malonate), O (Water). Solvent: C(C)(=O)OCC (ethyl acetate), CO (methanol). Conditions: temperature 0 celsius, time 20 minute. Product: O=C1NC2=CC=CC=C2CC1C(=O)OC (Methyl 2-oxo-1,2,3,4-tetrahydro-3-quinolinecarboxylate). Yield: 80.7%. Reaction SMILES: [BH4-].[Na+].[N+:3]([C:6]1[CH:11]=[CH:10][CH:9]=[CH:8][C:7]=1[CH:12]=[C:13]([C:18]([O:20][CH3:21])=[O:19])[C:14](OC)=[O:15])([O-])=O.O>C(OCC)(=O)C.CO>[O:15]=[C:14]1[CH:13]([C:18]([O:20][CH3:21])=[O:19])[CH2:12][C:7]2[C:6](=[CH:11][CH:10]=[CH:9][CH:8]=2)[NH:3]1 |f:0.1|. Procedure: Sodium borohydride (1.10 g) was added to the mixed solution of dimethyl 2-[(2-nitrophenyl)methylidene]malonate (15.2 g) in ethyl acetate (50 ml) and methanol (200 ml) at 0° C. The reaction mixture was stirred at 0° C. for 20 minutes. Water was added to the mixture, which was extracted with ethyl acetate. The organic layer was washed with a saturated aqueous sodium chloride solution, then dried and concentrated. 5% Palladium-carbon (6.26 g) was added to the mixed solution of the residue in THF (1... The reactants are BrC1=C(C(NC(=N1)C)=O)[N+](=O)[O-] (6-bromo-2-methyl-5-nitro-3H-pyrimidin-4-one), C1(=CC=CC=C1)C1CCNCC1 (4-phenylpiperidine), C(C)N(C(C)C)C(C)C (N-ethyldiisopropyl-amine). Run in CN(C=O)C (N,N-dimethylformamide). Product: CC1=NC(=C(C(N1)=O)[N+](=O)[O-])N1CCC(CC1)C1=CC=CC=C1 (2-methyl-5-nitro-6-(4-phenyl-piperidin-1-yl)-3H-pyrimidin-4-one). Reaction SMILES: Br[C:2]1[N:7]=[C:6]([CH3:8])[NH:5][C:4](=[O:9])[C:3]=1[N+:10]([O-:12])=[O:11].[C:13]1([CH:19]2[CH2:24][CH2:23][NH:22][CH2:21][CH2:20]2)[CH:18]=[CH:17][CH:16]=[CH:15][CH:14]=1.C(N(C(C)C)C(C)C)C>CN(C)C=O>[CH3:8][C:6]1[NH:5][C:4](=[O:9])[C:3]([N+:10]([O-:12])=[O:11])=[C:2]([N:22]2[CH2:23][CH2:24][CH:19]([C:13]3[CH:18]=[CH:17][CH:16]=[CH:15][CH:14]=3)[CH2:20][CH2:21]2)[N:7]=1. Reported procedure: In analogy to the procedure described in example 1, the 6-bromo-2-methyl-5-nitro-3H-pyrimidin-4-one (as prepared in Eur. Pat. Appl. EP 1074549 A2) was treated with the 4-phenylpiperidine in N,N-dimethylformamide in the presence of N-ethyldiisopropyl-amine at room temperature to yield the 2-methyl-5-nitro-6-(4-phenyl-piperidin-1-yl)-3H-pyrimidin-4-one as yellowish solid; m.p. 210-213° C.; MS: [M+H]+=315. Starting materials: [H-].[Al+3].[Li+].[H-].[H-].[H-] (lithium aluminium hydride), CCOCC (ether), O1C(CCCC1)OC1=CC=C(C=CC(=O)OCC)C=C1 (ethyl 4-(2-tetrahydropyranyloxy)cinnamate), S(=O)(=O)([O-])[O-].[Na+].[Na+] (sodium sulfate), CCOCC (ether). Solvent: C(Cl)(Cl)Cl (chloroform). Run at temperature -30 celsius, time 1 hour. Yields the product O1C(CCCC1)OC1=CC=C(C=CCO)C=C1 (4-(2-tetrahydropyranyloxy)cinnamyl alcohol). Isolated yield 55.5%. RXN SMILES: CCOCC.[O:6]1[CH2:11][CH2:10][CH2:9][CH2:8][CH:7]1[O:12][C:13]1[CH:25]=[CH:24][C:16]([CH:17]=[CH:18][C:19](OCC)=[O:20])=[CH:15][CH:14]=1.[H-].[Al+3].[Li+].[H-].[H-].[H-].S([O-])([O-])(=O)=O.[Na+].[Na+]>C(Cl)(Cl)Cl>[O:6]1[CH2:11][CH2:10][CH2:9][CH2:8][CH:7]1[O:12][C:13]1[CH:14]=[CH:15][C:16]([CH:17]=[CH:18][CH2:19][OH:20])=[CH:24][CH:25]=1 |f:2.3.4.5.6.7,8.9.10|. Reported procedure: 50 Milliliters of anhydrous ether solution containing 6.8 g of ethyl 4-(2-tetrahydropyranyloxy)cinnamate was added dropwise to an anhydrous ether solution containing 0.47 g of lithium aluminium hydride being cooled at -30° C. After the addition was finished, the reaction mixture was stirred for 1 hour at the same temperature, then the temperature of the reaction mixture was gradually elevated up to -10° C., then a saturated aqueous solution of sodium sulfate was gradually added to the reaction m... The reactants are OCC1Cc2cccc(Br)c2O1, Cc1ccc(S(=O)(=O)Cl)cc1. The product is Cc1ccc(S(=O)(=O)OCC2Cc3cccc(Br)c3O2)cc1. Reaction SMILES: [Br:1][c:2]1[cH:3][cH:4][cH:5][c:6]2[c:10]1[O:9][CH:8]([CH2:11][OH:12])[CH2:7]2.[c:13]1([CH3:23])[cH:14][cH:15][c:16]([S:19](=[O:20])(=[O:21])[Cl:22])[cH:17][cH:18]1>>[Br:1][c:2]1[cH:3][cH:4][cH:5][c:6]2[c:10]1[O:9][CH:8]([CH2:11][O:12][S:19]([c:16]1[cH:15][cH:14][c:13]([CH3:23])[cH:18][cH:17]1)(=[O:20])=[O:21])[CH2:7]2. Reactants: BrC=1C=C2C(=NC1)N(N=C2C)CC2=CC=C(C=C2)OC (5-bromo-1-(4-methoxybenzyl)-3-methyl-1H-pyrazolo[3,4-b]pyridine), CN1CCN(CC1)C1=CC=C(C=C1)B1OC(C(O1)(C)C)(C)C (1-methyl-4-(4-(4,4,5,5-tetramethyl-1,3,2-dioxaborolan-2-yl)phenyl)piperazine), C(=O)([O-])[O-].[Cs+].[Cs+] (Cs2CO3). The reagents and catalysts are C=1C=CC(=CC1)[P](C=2C=CC=CC2)(C=3C=CC=CC3)[Pd]([P](C=4C=CC=CC4)(C=5C=CC=CC5)C=6C=CC=CC6)([P](C=7C=CC=CC7)(C=8C=CC=CC8)C=9C=CC=CC9)[P](C=1C=CC=CC1)(C=1C=CC=CC1)C=1C=CC=CC1 (Pd(PPh3)4). Run in COCCOC (DME). Run at temperature 80 celsius. Yields the product COC1=CC=C(CN2N=C(C=3C2=NC=C(C3)C3=CC=C(C=C3)N3CCN(CC3)C)C)C=C1 (1-(4-methoxybenzyl)-3-methyl-5-(4-(4-methylpiperazin-1-yl)phenyl)-1H-pyrazolo[3,4-b]pyridine). Reaction SMILES: Br[C:2]1[CH:3]=[C:4]2[C:10]([CH3:11])=[N:9][N:8]([CH2:12][C:13]3[CH:18]=[CH:17][C:16]([O:19][CH3:20])=[CH:15][CH:14]=3)[C:5]2=[N:6][CH:7]=1.[CH3:21][N:22]1[CH2:27][CH2:26][N:25]([C:28]2[CH:33]=[CH:32][C:31](B3OC(C)(C)C(C)(C)O3)=[CH:30][CH:29]=2)[CH2:24][CH2:23]1.C([O-])([O-])=O.[Cs+].[Cs+]>COCCOC.C1C=CC([P]([Pd]([P](C2C=CC=CC=2)(C2C=CC=CC=2)C2C=CC=CC=2)([P](C2C=CC=CC=2)(C2C=CC=CC=2)C2C=CC=CC=2)[P](C2C=CC=CC=2)(C2C=CC=CC=2)C2C=CC=CC=2)(C2C=CC=CC=2)C2C=CC=CC=2)=CC=1>[CH3:20][O:19][C:16]1[CH:17]=[CH:18][C:13]([CH2:12][N:8]2[C:5]3=[N:6][CH:7]=[C:2]([C:31]4[CH:30]=[CH:29][C:28]([N:25]5[CH2:26][CH2:27][N:22]([CH3:21])[CH2:23][CH2:24]5)=[CH:33][CH:32]=4)[CH:3]=[C:4]3[C:10]([CH3:11])=[N:9]2)=[CH:14][CH:15]=1 |f:2.3.4,^1:58,60,79,98|. Reported procedure: The starting material 5-bromo-1-(4-methoxybenzyl)-3-methyl-1H-pyrazolo[3,4-b]pyridine (7) (145 mg, 0.44 mmol, 1 eq) and 1-methyl-4-(4-(4,4,5,5-tetramethyl-1,3,2-dioxaborolan-2-yl)phenyl)piperazine (159) (135 mg, 0.44 mmol, 1 eq) in DME (10 mL) was degassed and purged under argon atmosphere for 10 min. To this reaction mixture was charged Cs2CO3 (280 mg, 0.88 mmol, 2 eq) followed by addition of Pd(PPh3)4 (15 mg, 0.01 mmol), degassing and purging under argon for additional 10 min. The reaction mix... The reactants are [Br-].C12(CC3CC(CC(C1)C3)C2)[Zn+] (1-adamantyl zinc bromide), BrC=1C(N(C=C(C1)C1=NC=CC=C1)C1=CC=CC=C1)=O (3-bromo-5-(2-pyridyl)-1-phenyl-1,2-dihydropyridin-2-one), N (ammonia). Reagents/catalysts: C1=CC=C(C=C1)P(C2=CC=CC=C2)[C]3[CH][CH][CH][CH]3.C1=CC=C(C=C1)P(C2=CC=CC=C2)[C]3[CH][CH][CH][CH]3.Cl[Pd]Cl.[Fe] ([1,1-bis(diphenylphosphino)ferrocene]dichloropalladium (II)), [Cu]I (copper (I) iodide). Solvent: O1CCCC1 (tetrahydrofuran). Conditions: time 8 hour. Yields the product C12(CC3CC(CC(C1)C3)C2)C=2C(N(C=C(C2)C2=NC=CC=C2)C2=CC=CC=C2)=O (3-(1-Adamantyl)-5-(2-pyridyl)-1-phenyl-1,2-dihydropyridin-2-one). RXN SMILES: Br[C:2]1[C:3](=[O:20])[N:4]([C:14]2[CH:19]=[CH:18][CH:17]=[CH:16][CH:15]=2)[CH:5]=[C:6]([C:8]2[CH:13]=[CH:12][CH:11]=[CH:10][N:9]=2)[CH:7]=1.[Br-].[C:22]12([Zn+])[CH2:31][CH:26]3[CH2:27][CH:28]([CH2:30][CH:24]([CH2:25]3)[CH2:23]1)[CH2:29]2.N>O1CCCC1.C1C=CC(P([C]2[CH][CH][CH][CH]2)C2C=CC=CC=2)=CC=1.C1C=CC(P([C]2[CH][CH][CH][CH]2)C2C=CC=CC=2)=CC=1.Cl[Pd]Cl.[Fe].[Cu]I>[C:22]12([C:2]3[C:3](=[O:20])[N:4]([C:14]4[CH:19]=[CH:18][CH:17]=[CH:16][CH:15]=4)[CH:5]=[C:6]([C:8]4[CH:13]=[CH:12][CH:11]=[CH:10][N:9]=4)[CH:7]=3)[CH2:31][CH:26]3[CH2:27][CH:28]([CH2:30][CH:24]([CH2:25]3)[CH2:23]1)[CH2:29]2 |f:1.2,5.6.7.8,^1:43,44,45,46,47,61,62,63,64,65|. Procedure details: 40 mg of 3-bromo-5-(2-pyridyl)-1-phenyl-1,2-dihydropyridin-2-one was dissolved in 10 ml of tetrahydrofuran. To the mixture were added 5 mg of [1,1-bis(diphenylphosphino)ferrocene]dichloropalladium (II) and 1.2 mg of copper (I) iodide. While stirring the mixture at room temperature in nitrogen atmosphere overnight, 0.4 ml of 1-adamantyl zinc bromide (0.5M tetrahydrofuran solution) was added dropwise thereinto. After stirring in nitrogen atmosphere overnight, an aqueous ammonia was added thereto, ... Starting materials: C1CCNCC1, CCOC(=O)c1ccc(F)c([N+](=O)[O-])c1, CN(C)C=O, O. Yields the product CCOC(=O)c1ccc(N2CCCCC2)c([N+](=O)[O-])c1. Reaction SMILES: [CH2:16]1[CH2:17][CH2:18][NH:19][CH2:20][CH2:21]1.[F:1][c:2]1[c:3]([N+:13](=[O:14])[O-:15])[cH:4][c:5]([C:6](=[O:7])[O:8][CH2:9][CH3:10])[cH:11][cH:12]1.[O:22]=[CH:23][N:24]([CH3:25])[CH3:26].[OH2:27]>>[c:2]1([N:19]2[CH2:18][CH2:17][CH2:16][CH2:21][CH2:20]2)[c:3]([N+:13](=[O:14])[O-:15])[cH:4][c:5]([C:6](=[O:7])[O:8][CH2:9][CH3:10])[cH:11][cH:12]1. Reactants: CN1C(=CC2=CC=CN=C12)C(=O)OCC (ethyl 1-methyl-7-azaindole-2-carboxylate), [H-].[Al+3].[Li+].[H-].[H-].[H-] (lithium aluminum hydride). Solvent: O1CCCC1 (tetrahydrofuran). Product: OCC=1N(C2=NC=CC=C2C1)C (2-Hydroxymethyl-1-methyl-7-azaindole). The yield is 106.5%. RXN SMILES: [CH3:1][N:2]1[C:10]2[C:5](=[CH:6][CH:7]=[CH:8][N:9]=2)[CH:4]=[C:3]1[C:11](OCC)=[O:12].[H-].[Al+3].[Li+].[H-].[H-].[H-]>O1CCCC1>[OH:12][CH2:11][C:3]1[N:2]([CH3:1])[C:10]2[C:5]([CH:4]=1)=[CH:6][CH:7]=[CH:8][N:9]=2 |f:1.2.3.4.5.6|. Procedure details: A procedure similar to that described in Preparation 2 was repeated, except that 130 mg of ethyl 1-methyl-7-azaindole-2-carboxylate (prepared as described in Preparation 80), 23 mg of lithium aluminum hydride and 2 ml of tetrahydrofuran were used, to give 110 mg of the title compound having Rf=0.47 (on silica gel thin layer chromatography using a 3:1 by volume mixture of hexane and ethyl acetate as the developing solvent). Starting materials: CC(C)CON=O, CCOC(=O)C1CCOc2c1cc(Cl)c(Oc1ccc(C(=O)OC(C)(C)C)cc1N)c2Cl, CN(C)C=O, O. Product: CCOC(=O)C1CCOc2c1cc(Cl)c(Oc1ccc(C(=O)OC(C)(C)C)cc1)c2Cl. Reaction SMILES: [CH3:1][CH:2]([CH2:3][O:4][N:5]=[O:6])[CH3:7].[NH2:8][c:9]1[c:10]([O:11][c:12]2[c:13]([Cl:28])[cH:14][c:15]3[c:20]([c:21]2[Cl:22])[O:19][CH2:18][CH2:17][CH:16]3[C:23](=[O:24])[O:25][CH2:26][CH3:27])[cH:29][cH:30][c:31]([C:33](=[O:34])[O:35][C:36]([CH3:37])([CH3:38])[CH3:39])[cH:32]1.[O:41]=[CH:42][N:43]([CH3:44])[CH3:45].[OH2:40]>>[cH:9]1[c:10]([O:11][c:12]2[c:13]([Cl:28])[cH:14][c:15]3[c:20]([c:21]2[Cl:22])[O:19][CH2:18][CH2:17][CH:16]3[C:23](=[O:24])[O:25][CH2:26][CH3:27])[cH:29][cH:30][c:31]([C:33](=[O:34])[O:35][C:36]([CH3:37])([CH3:38])[CH3:39])[cH:32]1.